This data is from the Open Reaction Database (ORD), a public repository of structured organic reaction records. The task is: describe an organic reaction: reactants, conditions, products, and yield Starting materials: Cl (HCl), C(C)N(CC)C[C@H]1COCCN1C(C[C@H](CSC1=CC=CC=C1)NC1=C(C=C(C=C1)S(=O)(=O)N)S(=O)(=O)C(F)(F)F)=O (4-((R)-4-((S)-3-((diethylamino)methyl)morpholino)-4-oxo-1-(phenylthio)butan-2-ylamino)-3-(trifluoromethylsulfonyl)benzenesulfonamide), C(C)N(CC)C[C@H]1COCCN1C(C[C@H](CSC1=CC=CC=C1)NC1=C(C=C(C=C1)S(=O)(=O)N)S(=O)(=O)C(F)(F)F)=O (4-((R)-4-((S)-3-((diethylamino)methyl)morpholino)-4-oxo-1-(phenylthio)butan-2-ylamino)-3-(trifluoromethylsulfonyl)benzenesulfonamide), C1CCOC1 (THF), C([O-])([O-])=O.[Na+].[Na+] (sodium carbonate). Solvent: CO (MeOH), C(C)(=O)OCC (ethyl acetate). Conditions: time 16 hour. Product: C(C)N(CC)C[C@H]1COCCN1CC[C@H](CSC1=CC=CC=C1)NC1=C(C=C(C=C1)S(=O)(=O)N)S(=O)(=O)C(F)(F)F (4-((R)-4-((S)-3-((diethylamino)methyl)morpholino)-1-(phenylthio)butan-2-ylamino)-3-(trifluoromethylsulfonyl)benzenesulfonamide). Yield: 37.0%. RXN SMILES: [CH2:1]([N:3]([CH2:6][C@@H:7]1[N:12]([C:13](=O)[CH2:14][C@@H:15]([NH:24][C:25]2[CH:30]=[CH:29][C:28]([S:31]([NH2:34])(=[O:33])=[O:32])=[CH:27][C:26]=2[S:35]([C:38]([F:41])([F:40])[F:39])(=[O:37])=[O:36])[CH2:16][S:17][C:18]2[CH:23]=[CH:22][CH:21]=[CH:20][CH:19]=2)[CH2:11][CH2:10][O:9][CH2:8]1)[CH2:4][CH3:5])[CH3:2].C1COCC1.Cl.C(=O)([O-])[O-].[Na+].[Na+]>C(OCC)(=O)C.CO>[CH2:1]([N:3]([CH2:6][C@@H:7]1[N:12]([CH2:13][CH2:14][C@@H:15]([NH:24][C:25]2[CH:30]=[CH:29][C:28]([S:31]([NH2:34])(=[O:32])=[O:33])=[CH:27][C:26]=2[S:35]([C:38]([F:40])([F:39])[F:41])(=[O:37])=[O:36])[CH2:16][S:17][C:18]2[CH:19]=[CH:20][CH:21]=[CH:22][CH:23]=2)[CH2:11][CH2:10][O:9][CH2:8]1)[CH2:4][CH3:5])[CH3:2] |f:3.4.5|. Procedure: A mixture of 4-((R)-4-((S)-3-((diethylamino)methyl)morpholino)-4-oxo-1-(phenylthio)butan-2-ylamino)-3-(trifluoromethylsulfonyl)benzenesulfonamide (INTERMEDIATE 87, 360 mg, 0.55 mmol) and 1 M borane-tetrahydrofuran complex in THF (1191 μl, 1.19 mmol) was stirred at room temperature for 16 hours. The reaction mixture was treated carefully with MeOH (5 ml) and concentrated HCl (1 ml). The mixture was heated at 80° C. for 3 hours, cooled to r.t, and the pH was adjusted to pH 10 with 4 N aqueous sodi... The reactants are NC=1C=C2C(=CNC2=CC1)C1CCN(CC1)C (5-amino-3-(1-methylpiperidin-4-yl)-1H-indole), S1C=C(C=C1)C(=O)O (3-thienoic acid). Yields the product S1C=C(C=C1)C(=O)NC=1C=C2C(=CNC2=CC1)C1CCN(CC1)C (5-(3-thienoyl)amino-3-(1-methylpiperidin-4-yl)-1H-indole). The yield is 92.3%. Reaction SMILES: [NH2:1][C:2]1[CH:3]=[C:4]2[C:8](=[CH:9][CH:10]=1)[NH:7][CH:6]=[C:5]2[CH:11]1[CH2:16][CH2:15][N:14]([CH3:17])[CH2:13][CH2:12]1.[S:18]1[CH:22]=[CH:21][C:20]([C:23](O)=[O:24])=[CH:19]1>>[S:18]1[CH:22]=[CH:21][C:20]([C:23]([NH:1][C:2]2[CH:3]=[C:4]3[C:8](=[CH:9][CH:10]=2)[NH:7][CH:6]=[C:5]3[CH:11]2[CH2:16][CH2:15][N:14]([CH3:17])[CH2:13][CH2:12]2)=[O:24])=[CH:19]1. Procedure details: Beginning with 7.0 mg (0.03 mMol) 5-amino-3-(1-methylpiperidin-4-yl)-1H-indole and 11.5 mg (0.09 mMol) 3-thienoic acid, 9.4 mg (92%) of the title compound were recovered. Starting materials: NC=1C(=C(C(=C(C(=O)Cl)C1I)I)C(=O)Cl)I (5-Amino-2,4,6-triiodoisophthaloyl chloride), C(C)(=O)Cl (Acetyl chloride). Run in CN(C(C)=O)C (N,N-dimethylacetamide). Product: C(C)(=O)NC=1C(=C(C(=C(C(=O)Cl)C1I)I)C(=O)Cl)I (5-Acetamido-2,4,6-triiodoisophthaloyl chloride). Yield: 90.0%. RXN SMILES: [NH2:1][C:2]1[C:3]([I:16])=[C:4]([C:13]([Cl:15])=[O:14])[C:5]([I:12])=[C:6]([C:10]=1[I:11])[C:7]([Cl:9])=[O:8].[C:17](Cl)(=[O:19])[CH3:18]>CN(C)C(=O)C>[C:17]([NH:1][C:2]1[C:10]([I:11])=[C:6]([C:7]([Cl:9])=[O:8])[C:5]([I:12])=[C:4]([C:3]=1[I:16])[C:13]([Cl:15])=[O:14])(=[O:19])[CH3:18]. Procedure: 5-Amino-2,4,6-triiodoisophthaloyl chloride (190 g,0.32 g-mole) prepared as in Example 1 is dissolved in 475 ml of N,N-dimethylacetamide (DMAc) (dried over molecular sieves), and the solution is stirred and cooled to 0°-3° C. Acetyl chloride (75.1 g, 68 ml, 0.96 g-mole) is added dropwise over a period of 100 minutes, keeping the temperature between 0° C. and 3° C. The ice bath is removed and the solution is stirred overnight at room temperature (20°-25° C.). An additional charge of acetyl chlorid... Starting materials: BrC1=CC=C(C=C1)CC#N (4-bromophenylacetonitrile), BrCCCl (1-bromo-2-chloroethane), [OH-].[K+] (potassium hydroxide), O (water), Cl (hydrochloric acid). The reagents and catalysts are [Cl-].C(C1=CC=CC=C1)[N+](CC)(CC)CC (benzyltriethylammonium chloride). Run in C(C)O (Ethanol). Conditions: temperature 100 celsius, time 3 day. The product is BrC1=CC=C(C=C1)C1(CC1)C(=O)O (1-(4-Bromophenyl)cyclopropanecarboxylic acid). The yield is 82.0%. Reaction SMILES: [Br:1][C:2]1[CH:7]=[CH:6][C:5]([CH2:8][C:9]#N)=[CH:4][CH:3]=1.Br[CH2:12][CH2:13]Cl.[OH-:15].[K+].Cl.[OH2:18]>[Cl-].C([N+](CC)(CC)CC)C1C=CC=CC=1.C(O)C>[Br:1][C:2]1[CH:7]=[CH:6][C:5]([C:8]2([C:9]([OH:18])=[O:15])[CH2:13][CH2:12]2)=[CH:4][CH:3]=1 |f:2.3,6.7|. Procedure: A solution of 4-bromophenylacetonitrile (50.0 g, 255 mmol), 1-bromo-2-chloroethane (26.5 mL, 319 mmol), benzyltriethylammonium chloride (1.16 g, 5.10 mol), and potassium hydroxide (100 g, 1.79 mol) in water (100 mL) was stirred at 50° C. for 3 h. Ethanol (400 mL) was added to the reaction mixture, and the mixture was stirred at 100° C. for 3 days. The reaction mixture was neutralized by pouring it into 5 N hydrochloric acid (360 mL) with ice cooling. The reaction mixture was extracted with dichl... Reactants: CN(C)C=O, ClCc1nsc(Cl)n1, O, c1ccccc1. The product is ClCc1nsc(Oc2ccccc2)n1. As a reaction SMILES: [CH3:7][N:8]([CH3:9])[CH:11]=[O:10].[Cl:12][CH2:13][c:14]1[n:15][s:16][c:17]([Cl:19])[n:18]1.[OH2:20].[cH:1]1[cH:2][cH:3][cH:4][cH:5][cH:6]1>>[c:1]1([O:10][c:17]2[s:16][n:15][c:14]([CH2:13][Cl:12])[n:18]2)[cH:2][cH:3][cH:4][cH:5][cH:6]1. The reactants are FC1=C(C(=CC=C1)F)C=1C=C2C(=CN(C2=CC1)S(=O)(=O)C1=CC=C(C)C=C1)B1OC(C(O1)(C)C)(C)C (5-(2,6-difluorophenyl)-3-(4,4,5,5-tetramethyl-1,3,2-dioxaborolan-2-yl)-1-tosyl-1H-indole), ClC1=CN=CC(=N1)O[C@H]1CN(CCC1)C(=O)OC(C)(C)C ((R)-tert-butyl 3-(6-chloropyrazin-2-yloxy)piperidine-1-carboxylate), P(=O)([O-])([O-])[O-].[K+].[K+].[K+] (potassium phosphate). The solvent is O (water), O1CCOCC1.O (p-dioxane H2O). Run at temperature 110 celsius. The product is FC1=C(C(=CC=C1)F)C=1C=C2C(=CN(C2=CC1)S(=O)(=O)C1=CC=C(C)C=C1)C1=CN=CC(=N1)O[C@H]1CN(CCC1)C(=O)OC(C)(C)C ((R)-tert-butyl 3-(6-(5-(2,6-difluorophenyl)-1-tosyl-1H-indol-3-yl)pyrazin-2-yloxy)piperidine-1-carboxylate). Yield: 88.3%. Reaction SMILES: [F:1][C:2]1[CH:7]=[CH:6][CH:5]=[C:4]([F:8])[C:3]=1[C:9]1[CH:10]=[C:11]2[C:15](=[CH:16][CH:17]=1)[N:14]([S:18]([C:21]1[CH:27]=[CH:26][C:24]([CH3:25])=[CH:23][CH:22]=1)(=[O:20])=[O:19])[CH:13]=[C:12]2B1OC(C)(C)C(C)(C)O1.Cl[C:38]1[N:43]=[C:42]([O:44][C@@H:45]2[CH2:50][CH2:49][CH2:48][N:47]([C:51]([O:53][C:54]([CH3:57])([CH3:56])[CH3:55])=[O:52])[CH2:46]2)[CH:41]=[N:40][CH:39]=1.P([O-])([O-])([O-])=O.[K+].[K+].[K+]>O1CCOCC1.O.O>[F:1][C:2]1[CH:7]=[CH:6][CH:5]=[C:4]([F:8])[C:3]=1[C:9]1[CH:10]=[C:11]2[C:15](=[CH:16][CH:17]=1)[N:14]([S:18]([C:21]1[CH:22]=[CH:23][C:24]([CH3:25])=[CH:26][CH:27]=1)(=[O:19])=[O:20])[CH:13]=[C:12]2[C:38]1[N:43]=[C:42]([O:44][C@@H:45]2[CH2:50][CH2:49][CH2:48][N:47]([C:51]([O:53][C:54]([CH3:57])([CH3:56])[CH3:55])=[O:52])[CH2:46]2)[CH:41]=[N:40][CH:39]=1 |f:2.3.4.5,6.7|. Procedure details: A glass microwave reaction vessel was charged with 5-(2,6-difluorophenyl)-3-(4,4,5,5-tetramethyl-1,3,2-dioxaborolan-2-yl)-1-tosyl-1H-indole (2.75 g, 5.40 mmol) and (R)-tert-butyl 3-(6-chloropyrazin-2-yloxy)piperidine-1-carboxylate (1.694 g, 5.40 mmol) in p-dioxane/H2O (4:1, 16 mL) followed by A-Phos (0.191 g, 0.270 mmol) and potassium phosphate (2.92 g, 10.80 mmol). The reaction mixture was stirred and heated in a Initiator microwave reactor (Personal Chemistry, Biotage AB, Inc., Uppsala, Sweden... Reactants: ClC=1C=C(C=2N(N1)C(=C(N2)[C@H]2[C@H](C2)C2=NC1=CC=CC=C1C=C2)C2=CC(=C(C(=O)OC(C)(C)C)C=C2)F)N2CCOCC2 (tert-butyl 4-(6-chloro-8-morpholino-2-((1R,2S)-2-(quinolin-2-yl)cyclopropyl)imidazo[1,2-b]pyridazin-3-yl)-2-fluorobenzoate), C(=O)(C(F)(F)F)O (TFA). Product: FC(C(=O)O)(F)F.ClC=1C=C(C=2N(N1)C(=C(N2)[C@H]2[C@H](C2)C2=NC1=CC=CC=C1C=C2)C2=CC(=C(C(=O)O)C=C2)F)N2CCOCC2 (4-(6-Chloro-8-morpholino-2-((1R,2S)-2-(quinolin-2-yl)cyclopropyl)imidazo[1,2-b]pyridazin-3-yl)-2-fluorobenzoic acid trifluoroacetic acid salt). RXN SMILES: [Cl:1][C:2]1[CH:3]=[C:4]([N:38]2[CH2:43][CH2:42][O:41][CH2:40][CH2:39]2)[C:5]2[N:6]([C:8]([C:24]3[CH:36]=[CH:35][C:27]([C:28]([O:30]C(C)(C)C)=[O:29])=[C:26]([F:37])[CH:25]=3)=[C:9]([C@@H:11]3[CH2:13][C@@H:12]3[C:14]3[CH:23]=[CH:22][C:21]4[C:16](=[CH:17][CH:18]=[CH:19][CH:20]=4)[N:15]=3)[N:10]=2)[N:7]=1.[C:44]([OH:50])([C:46]([F:49])([F:48])[F:47])=[O:45]>>[F:47][C:46]([F:49])([F:48])[C:44]([OH:50])=[O:45].[Cl:1][C:2]1[CH:3]=[C:4]([N:38]2[CH2:43][CH2:42][O:41][CH2:40][CH2:39]2)[C:5]2[N:6]([C:8]([C:24]3[CH:36]=[CH:35][C:27]([C:28]([OH:30])=[O:29])=[C:26]([F:37])[CH:25]=3)=[C:9]([C@@H:11]3[CH2:13][C@@H:12]3[C:14]3[CH:23]=[CH:22][C:21]4[C:16](=[CH:17][CH:18]=[CH:19][CH:20]=4)[N:15]=3)[N:10]=2)[N:7]=1 |f:2.3|. Procedure: Compound 81a (30 mg, 0.05 mmol) was treated with TFA using the procedures previously described in Example 80 to afford the title compound 165. 1H NMR (400 MHz, CD3OD) δ (ppm): 8.87 (d, J=8.6 Hz, 1H), 8.20 (d, J=8.6 Hz, 1H), 8.02-8.12 (m, 2H), 7.99 (t, J=8.1 Hz, 1H), 7.84 (t, J=7.1 Hz, 1H), 7.71 (d, J=9.1 Hz, 1H), 7.58-7.66 (m, 2H), 6.46 (s, 1H), 4.05-4.14 (m, 4H), 3.85-3.95 (m, 4H), 3.18-3.25 (m, 1H), 3.08-3.16 (m, 1H), 2.22-2.30 (m, 1H), 2.16 (m, 1H); Mass Spectrum (LCMS, ESI pos.): Calcd. for ... Reactants: C(=C)OC(=O)N1CC(CC1)COC(=O)OC=C (3-Vinyloxycarbonyloxymethyl-pyrrolidine-1-carboxylic acid vinyl ester), Cl (HCl). The solvent is C(Cl)Cl (CH2Cl2). The product is Cl.C(=C)OC(OCC1CNCC1)=O (carbonic acid pyrrolidin-3-ylmethyl ester vinyl ester hydrochloride). Yield: 99.0%. RXN SMILES: C(OC([N:6]1[CH2:10][CH2:9][CH:8]([CH2:11][O:12][C:13]([O:15][CH:16]=[CH2:17])=[O:14])[CH2:7]1)=O)=C.[ClH:18]>C(Cl)Cl>[ClH:18].[CH:16]([O:15][C:13](=[O:14])[O:12][CH2:11][CH:8]1[CH2:9][CH2:10][NH:6][CH2:7]1)=[CH2:17] |f:3.4|. Reported procedure: 3-Vinyloxycarbonyloxymethyl-pyrrolidine-1-carboxylic acid vinyl ester (335 mg, 1.39 mmol) was dissolved in CH2Cl2 (10 mL), and HCl(g) was passed through the solution for 2 minutes then the solution was concentrated in vacuo. The residue was dissolved in MeOH (10 mL) and heated to reflux for 15 minutes then concentrated in vacuo to give a colourless oil (284 mg, 99%). 1H NMR (CD3OD) δ 1.78-1.91 (m, 1H), 2.17-2.28 (m, 1H), 2.79 (m, 1H), 3.09 (dd, 1H, J=12, 7.8 Hz), 3.25-3.51 (m, 3H), 4.19-4.33 (m,... Starting materials: CCCCCCCCOc1ccc(C2CCC3(COC(=O)N3)C2)cc1, [Li+], C1COCCO1, [OH-], O. Product: CCCCCCCCOc1ccc(C2CCC(N)(CO)C2)cc1. RXN SMILES: [CH2:1]([CH2:2][CH2:3][CH2:4][CH2:5][CH2:6][CH2:7][CH3:8])[O:9][c:10]1[cH:11][cH:12][c:13]([CH:16]2[CH2:17][C:18]3([CH2:19][O:20][C:21](=[O:23])[NH:22]3)[CH2:24][CH2:25]2)[cH:14][cH:15]1.[Li+:26].[O:29]1[CH2:30][CH2:31][O:32][CH2:33][CH2:34]1.[OH-:27].[OH2:28]>>[CH2:1]([CH2:2][CH2:3][CH2:4][CH2:5][CH2:6][CH2:7][CH3:8])[O:9][c:10]1[cH:11][cH:12][c:13]([CH:16]2[CH2:17][C:18]([CH2:19][OH:20])([NH2:22])[CH2:24][CH2:25]2)[cH:14][cH:15]1.